Dataset: the Open Reaction Database (ORD), a public repository of structured organic reaction records. Task: describe an organic reaction: reactants, conditions, products, and yield Reactants: C(=O)(O)[O-].[Na+] (NaHCO3), CS(=O)(=O)OCCC1CNC(C=2N1C=C(C2)C2=CC(=CC=C2)Cl)=O (2-[1-oxo-7-(3-chlorophenyl)-1,2,3,4-tetrahydropyrrolo[1,2-a]pyrazin-4-yl]ethyl methanesulfonate), [N-]=[N+]=[N-].[Na+] (sodium azide), O (water). Solvent: C(C)#N.CN(C)C=O (acetonitrile DMF). The product is N(=[N+]=[N-])CCC1CNC(C=2N1C=C(C2)C2=CC(=CC=C2)Cl)=O (4-(2-azidoethyl)-7-(3-chlorophenyl)-3,4-dihydropyrrolo[1,2-a]pyrazin-1(2H)-one). Yield: 69.4%. RXN SMILES: CS(O[CH2:6][CH2:7][CH:8]1[N:13]2[CH:14]=[C:15]([C:17]3[CH:22]=[CH:21][CH:20]=[C:19]([Cl:23])[CH:18]=3)[CH:16]=[C:12]2[C:11](=[O:24])[NH:10][CH2:9]1)(=O)=O.[N-:25]=[N+:26]=[N-:27].[Na+].O.C([O-])(O)=O.[Na+]>C(#N)C.CN(C=O)C>[N:25]([CH2:6][CH2:7][CH:8]1[N:13]2[CH:14]=[C:15]([C:17]3[CH:22]=[CH:21][CH:20]=[C:19]([Cl:23])[CH:18]=3)[CH:16]=[C:12]2[C:11](=[O:24])[NH:10][CH2:9]1)=[N+:26]=[N-:27] |f:1.2,4.5,6.7|. Procedure: 2-[1-oxo-7-(3-chlorophenyl)-1,2,3,4-tetrahydropyrrolo[1,2-a]pyrazin-4-yl]ethyl methanesulfonate 157 mg (0.42 mmol) were reacted with sodium azide (60 mg 0.924 mmol) in acetonitrile/DMF 10 ml/2 ml at 80° C. for 18 hours. The reaction was worked up with water, saturated NaHCO3 and extracted with ethyl acetate. The organic phase, dried on Na2SO4, was filtered and evaporated. The crude was dissolved with diethyl ether and after a while, a solid precipitated, which was filtered to give 92 mg (70%) of... Reactants: Cc1csc2c(Cl)nc(Cl)nc12, NC1CCCCC1, CN(C)C=O, O. Yields the product Cc1csc2c(NC3CCCCC3)nc(Cl)nc12. As a reaction SMILES: [Cl:1][c:2]1[n:3][c:4]([Cl:12])[c:5]2[c:6]([n:7]1)[c:8]([CH3:11])[cH:9][s:10]2.[NH2:13][CH:14]1[CH2:15][CH2:16][CH2:17][CH2:18][CH2:19]1.[O:21]=[CH:22][N:23]([CH3:24])[CH3:25].[OH2:20]>>[Cl:1][c:2]1[n:3][c:4]([NH:13][CH:14]2[CH2:15][CH2:16][CH2:17][CH2:18][CH2:19]2)[c:5]2[c:6]([n:7]1)[c:8]([CH3:11])[cH:9][s:10]2. The reactants are CN(C=1OC=2C(N1)=C(C=CC2)C(=O)O)C (2-(dimethylamino)benzoxazole-4-carboxylic acid), Cl.Cl.N[C@@H]1CN2CCC1CC2 ((S)-(−)-3-aminoquinuclidine dihydrochloride). Product: N12CCC(CC1)[C@@H](C2)NC(=O)C=2C=CC=C1C2N=C(O1)N(C)C ((S)—N-(quinuclidine-8-yl)-2-(dimethylamino)benzoxazole-4-carboxamide). As a reaction SMILES: [CH3:1][N:2]([CH3:15])[C:3]1[O:4][C:5]2[C:6](=[C:8]([C:12]([OH:14])=O)[CH:9]=[CH:10][CH:11]=2)[N:7]=1.Cl.Cl.[NH2:18][C@H:19]1[CH:24]2[CH2:25][CH2:26][N:21]([CH2:22][CH2:23]2)[CH2:20]1>>[N:21]12[CH2:20][C@@H:19]([NH:18][C:12]([C:8]3[CH:9]=[CH:10][CH:11]=[C:5]4[O:4][C:3]([N:2]([CH3:1])[CH3:15])=[N:7][C:6]=34)=[O:14])[CH:24]([CH2:25][CH2:26]1)[CH2:23][CH2:22]2 |f:1.2.3|. Procedure: Following general procedure GP-C1, a mixture of 2-(dimethylamino)benzoxazole-4-carboxylic acid and (S)-(−)-3-aminoquinuclidine dihydrochloride were coupled to provide (S)—N-(quinuclidine-8-yl)-2-(dimethylamino)benzoxazole-4-carboxamide, which was converted to the hydrochloride salt following general procedure GP-D1. 1H NMR and MS consistent. Reactants: CC1=NC(=NC=C1)C1=CC=C(C=O)C=C1 (4-(4-Methyl-2-pyrimidinyl)benzaldehyde), N1(N=CC=C1)C1=CC=C(C=O)C=C1 (4-(1H-pyrazol-1-yl)-benzaldehyde). Yields the product CC1=NC(=NC=C1)C1=CC=C(C=C1)C=CC=O (3-[4-(4-Methyl-2-pyrimidinyl)phenyl]-2-propenal). RXN SMILES: [CH3:1][C:2]1[CH:7]=[CH:6][N:5]=[C:4]([C:8]2[CH:15]=[CH:14][C:11]([CH:12]=O)=[CH:10][CH:9]=2)[N:3]=1.N1(C2C=C[C:24]([CH:25]=[O:26])=CC=2)C=CC=N1>>[CH3:1][C:2]1[CH:7]=[CH:6][N:5]=[C:4]([C:8]2[CH:15]=[CH:14][C:11]([CH:12]=[CH:24][CH:25]=[O:26])=[CH:10][CH:9]=2)[N:3]=1. Reported procedure: The title compound was prepared by a procedure analogous to Reference Example 30 by substituting 4-(4-methyl-2-pyrimidinyl)benzaldehyde (prepared as described in Reference Example 14) for the 4-(1H-pyrazol-1-yl)-benzaldehyde of Reference Example 30. MS 225 (M+H)+. Reactants: NC=1SC=C(N1)/C(/C(=O)N[C@@H]1C(N([C@@H]1C(=O)OC)S(=O)(=O)O)=O)=N/OC(C)(C)C(=O)OC(C)(C)C (rac-cis-3-[(Z)-2-(2-amino-4-thiazolyl)-2-[[1-(t-butoxycarbonyl)-1-methylethoxy]imino]acetamido]-4-methoxycarbonyl-2-oxo-1-azetidinesulphonic acid), FC(C(=O)O)(F)F (trifluoroacetic acid). Reaction conditions: time 45 minute. The product is NC=1SC=C(N1)/C(/C(=O)N[C@@H]1C(N([C@@H]1C(=O)OC)S(=O)(=O)O)=O)=N/OC(C)(C)C(=O)O (rac-cis-3-[(Z)-2-(2-amino-4-thiazolyl)-2-[(1-carboxy-1-methylethoxy)imino]acetamido]-4-methoxycarbonyl-2-oxo-1-azetidinesulphonic acid). Isolated yield 5.5%. RXN SMILES: [NH2:1][C:2]1[S:3][CH:4]=[C:5](/[C:7](=[N:24]/[O:25][C:26]([C:29]([O:31]C(C)(C)C)=[O:30])([CH3:28])[CH3:27])/[C:8]([NH:10][C@H:11]2[C@@H:14]([C:15]([O:17][CH3:18])=[O:16])[N:13]([S:19]([OH:22])(=[O:21])=[O:20])[C:12]2=[O:23])=[O:9])[N:6]=1.FC(F)(F)C(O)=O>>[NH2:1][C:2]1[S:3][CH:4]=[C:5](/[C:7](=[N:24]/[O:25][C:26]([C:29]([OH:31])=[O:30])([CH3:27])[CH3:28])/[C:8]([NH:10][C@H:11]2[C@@H:14]([C:15]([O:17][CH3:18])=[O:16])[N:13]([S:19]([OH:22])(=[O:21])=[O:20])[C:12]2=[O:23])=[O:9])[N:6]=1. Reported procedure: 550 mg of rac-cis-3-[(Z)-2-(2-amino-4-thiazolyl)-2-[[1-(t-butoxycarbonyl)-1-methylethoxy]imino]acetamido]-4-methoxycarbonyl-2-oxo-1-azetidinesulphonic acid are added at room temperature to 5.5 ml of trifluoroacetic acid. After 45 minutes, the mixture is evaporated and the residue is purified by chromatography on reverse-phase silica gel using water/methanol (4:1). There are obtained 27 mg of pure rac-cis-3-[(Z)-2-(2-amino-4-thiazolyl)-2-[(1-carboxy-1-methylethoxy)imino]acetamido]-4-methoxycarbon... Reactants: N1(C=NC=C1)CCCCCN (1H-imidazole-1-pentanamine), ClC1=CC=C(C=C1)S(=O)(=O)Cl (4-chlorobenzenesulfonyl chloride). Product: Cl.ClC1=CC=C(C=C1)S(=O)(=O)NCCCCCN1C=NC=C1 (4-Chloro-N-[5-(1H-imidazol-1-yl)pentyl]benzenesulfonamide hydrochloride). As a reaction SMILES: [N:1]1([CH2:6][CH2:7][CH2:8][CH2:9][CH2:10][NH2:11])[CH:5]=[CH:4][N:3]=[CH:2]1.[Cl:12][C:13]1[CH:18]=[CH:17][C:16]([S:19](Cl)(=[O:21])=[O:20])=[CH:15][CH:14]=1>>[ClH:12].[Cl:12][C:13]1[CH:18]=[CH:17][C:16]([S:19]([NH:11][CH2:10][CH2:9][CH2:8][CH2:7][CH2:6][N:1]2[CH:5]=[CH:4][N:3]=[CH:2]2)(=[O:21])=[O:20])=[CH:15][CH:14]=1 |f:2.3|. Reported procedure: The compound of this Example, mp 157°-161° C., was obtained when 1H-imidazole-1-pentanamine was reacted with 4-chlorobenzenesulfonyl chloride by the procedure of Example 20. Reactants: C1(=CC=CC=C1)CCS(=O)(=O)N1CCC(CC1)CN (C-[1-(2-phenyl-ethanesulfonyl)-piperidin-4-yl]-methylamine), ClC1=CC=C(C(=N1)N)[N+](=O)[O-] (6-chloro-3-nitro-pyridin-2-ylamine). Product: [N+](=O)([O-])C=1C(=NC(=CC1)NCC1CCN(CC1)S(=O)(=O)CCC1=CC=CC=C1)N (3-Nitro-N6-[1-(2-phenyl-ethanesulfonyl)-piperidin-4-ylmethyl]-pyridine-2,6-diamine). Reaction SMILES: [C:1]1([CH2:7][CH2:8][S:9]([N:12]2[CH2:17][CH2:16][CH:15]([CH2:18][NH2:19])[CH2:14][CH2:13]2)(=[O:11])=[O:10])[CH:6]=[CH:5][CH:4]=[CH:3][CH:2]=1.Cl[C:21]1[N:26]=[C:25]([NH2:27])[C:24]([N+:28]([O-:30])=[O:29])=[CH:23][CH:22]=1>>[N+:28]([C:24]1[C:25]([NH2:27])=[N:26][C:21]([NH:19][CH2:18][CH:15]2[CH2:14][CH2:13][N:12]([S:9]([CH2:8][CH2:7][C:1]3[CH:6]=[CH:5][CH:4]=[CH:3][CH:2]=3)(=[O:10])=[O:11])[CH2:17][CH2:16]2)=[CH:22][CH:23]=1)([O-:30])=[O:29]. Procedure details: EXAMPLE 103 was prepared from C-[1-(2-phenyl-ethanesulfonyl)-piperidin-4-yl]-methylamine and 6-chloro-3-nitro-pyridin-2-ylamine: MS (m+1)=420.5. Solvent: C(Cl)Cl (DCM). Reaction SMILES: [F:1][C:2]1[CH:10]=[CH:9][C:5]([C:6](Cl)=[O:7])=[CH:4][CH:3]=1.[Sn](Cl)(Cl)(Cl)Cl.[CH3:16][C:17]1[C:25]2[C:20](=[CH:21][CH:22]=[CH:23][CH:24]=2)[N:19]([N:26]2[C:34](=[O:35])[C:33]3[C:28](=[CH:29][CH:30]=[CH:31][CH:32]=3)[C:27]2=[O:36])[CH:18]=1>C(Cl)Cl>[F:1][C:2]1[CH:10]=[CH:9][C:5]([C:6]([C:18]2[N:19]([N:26]3[C:34](=[O:35])[C:33]4[C:28](=[CH:29][CH:30]=[CH:31][CH:32]=4)[C:27]3=[O:36])[C:20]3[C:25]([C:17]=2[CH3:16])=[CH:24][CH:23]=[CH:22][CH:21]=3)=[O:7])=[CH:4][CH:3]=1. Yields the product FC1=CC=C(C(=O)C=2N(C3=CC=CC=C3C2C)N2C(C3=CC=CC=C3C2=O)=O)C=C1 (2-[2-(4-Fluorobenzoyl)-3-methyl-1H-indol-1-yl]-1H-isoindole-1,3-(2H)dione). Procedure details: A solution of 8.14 ml of 4-fluorobenzoyl chloride and 450 ml of dry DCM was cooled in an ice/salt bath to 0° C. To the stirred solution was added 7.74 ml of tin (IV) chloride. The mixture was stirred at -5° C. to 0° C. for 10 minutes after which was added 18.0 g of 2-[(3-methyl-1H-indol-1-yl]-1H-isoindole-1,3-(2H)dione (Example 10b). The reaction mixture was stirred at 0° C. for 1.5 hours, allowed to warm to room temperature for 2 hours, cooled again in an ice bath, poured onto ice, extracted tw... Conditions: time 10 minute. Starting materials: FC1=CC=C(C(=O)Cl)C=C1 (4-fluorobenzoyl chloride), 2-[, CC1=CN(C2=CC=CC=C12)N1C(C2=CC=CC=C2C1=O)=O ((3-methyl-1H-indol-1-yl]-1H-isoindole-1,3-(2H)dione), [Sn](Cl)(Cl)(Cl)Cl (tin (IV) chloride). The reactants are monomer, 1-N, S(O)(O)(=O)=O (sulphuric acid), C(C=C)#N (acrylonitrile), COC(C(=C)S(=O)(=O)O)=O (2-sulphopropenoic acid methyl ester), solutions I, II. Run in O (water). Yields the product C(C=C)#N.COC(C(=C)S(=O)(=O)O)=O (acrylonitrile 2-sulphopropenoic acid methyl ester). As a reaction SMILES: [C:1](#[N:4])[CH:2]=[CH2:3].[CH3:5][O:6][C:7](=[O:14])[C:8]([S:10]([OH:13])(=[O:12])=[O:11])=[CH2:9].S(=O)(=O)(O)O>O>[C:1](#[N:4])[CH:2]=[CH2:3].[CH3:5][O:6][C:7](=[O:14])[C:8]([S:10]([OH:13])(=[O:12])=[O:11])=[CH2:9] |f:4.5|. Procedure details: 200 ml of distilled water, 15 g of monomer made up of 99 to 80% by weight of acrylonitrile and 1 to 20% by weight of 2-sulphopropenoic acid methyl ester and 0.5 g of 1-N sulphuric acid were introduced into a reaction vessel. After nitrogen had been passed through and the polymerization mixture tempered at 55° C., polymerization was initiated by the addition of 15 ml of each of the following solutions I and II. The reactants are N1N=NC=C1COC=1C(=NC=CC1)C (3-((1H-1,2,3-triazol-5-yl)methoxy)-2-methylpyridine), FC(C=1C=NC(=NC1)N1CCC(CC1)O)(F)F (1-(5-(trifluoromethyl)pyrimidin-2-yl)piperidin-4-ol), FC(C=1C=NC(=NC1)N1CCC(CC1)O)(F)F (1-(5-(trifluoromethyl)pyrimidin-2-yl)piperidin-4-ol), C1(=CC=CC=C1)P(C1=CC=CC=C1)C1=CC=CC=C1 (triphenylphosphine), CC(C)(C)OC(=O)/N=N/C(=O)OC(C)(C)C (di-tert-butylazodicarboxylate). The solvent is C1CCOC1 (THF). The product is CC1=NC=CC=C1OCC1=NN(N=C1)C1CCN(CC1)C1=NC=C(C=N1)C(F)(F)F (2-(4-(4-((2-Methylpyridin-3-yloxy)methyl)-2H-1,2,3-triazol-2-yl)piperidin-1-yl)-5-(trifluoromethyl)pyrimidine). Reaction SMILES: [NH:1]1[C:5]([CH2:6][O:7][C:8]2[C:9]([CH3:14])=[N:10][CH:11]=[CH:12][CH:13]=2)=[CH:4][N:3]=[N:2]1.[F:15][C:16]([F:31])([F:30])[C:17]1[CH:18]=[N:19][C:20]([N:23]2[CH2:28][CH2:27][CH:26](O)[CH2:25][CH2:24]2)=[N:21][CH:22]=1.C1(P(C2C=CC=CC=2)C2C=CC=CC=2)C=CC=CC=1.CC(OC(/N=N/C(OC(C)(C)C)=O)=O)(C)C>C1COCC1>[CH3:14][C:9]1[C:8]([O:7][CH2:6][C:5]2[CH:4]=[N:3][N:2]([CH:26]3[CH2:27][CH2:28][N:23]([C:20]4[N:19]=[CH:18][C:17]([C:16]([F:15])([F:30])[F:31])=[CH:22][N:21]=4)[CH2:24][CH2:25]3)[N:1]=2)=[CH:13][CH:12]=[CH:11][N:10]=1. Procedure: To a solution of 3-((1H-1,2,3-triazol-5-yl)methoxy)-2-methylpyridine (0.20 g, 1.05 mmol), in THF (2 mL) at 0° C., was added 1-(5-(trifluoromethyl)pyrimidin-2-yl)piperidin-4-ol (0.391 g, 1.58 mmol) (Intermediate 20), polymer bound triphenylphosphine (0.527 g, 1.58 mmol), and di-tert-butylazodicarboxylate (0.363, 1.58 mmol). The reaction was allowed to warm to room temperature overnight and was then filtered through a pad of celite washing with THF. The solution was concentrated in vacuo and purif...